Dataset: the Open Reaction Database (ORD), a public repository of structured organic reaction records. Task: describe an organic reaction: reactants, conditions, products, and yield Starting materials: Cl (HCl), C(C)O (ethanol), O=C1[C@]2(C[C@H]2CO1)C(=O)OCC (ethyl (1S,5R)-2-oxo-3-oxabicyclo[3.1.0]hexane-1-carboxylate), [BH4-].[Na+] (Sodium borohydride). The solvent is C(C)(=O)OCC (Ethyl acetate). Reaction conditions: temperature 10 celsius. The product is OC[C@@]1([C@@H](C1)CO)C(=O)OCC (ethyl (1R,2R)-1,2-bis(hydroxymethyl)cyclopropanecarboxylate). Yield: 44.4%. Reaction SMILES: C(O)C.[O:4]=[C:5]1[O:10][CH2:9][C@H:8]2[C@:6]1([C:11]([O:13][CH2:14][CH3:15])=[O:12])[CH2:7]2.[BH4-].[Na+].Cl>C(OCC)(=O)C>[OH:4][CH2:5][C@@:6]1([C:11]([O:13][CH2:14][CH3:15])=[O:12])[CH2:7][C@H:8]1[CH2:9][OH:10] |f:2.3|. Procedure details: In a reactor, ethanol (82.4 L) followed by ethyl (1S,5R)-2-oxo-3-oxabicyclo[3.1.0]hexane-1-carboxylate (10.3 kg, 64.6 mol) were added and cooled to 10° C. Sodium borohydride (1.85 kg, 51.7 mol) was added in lots over a period of 1 hour by maintaining the reaction temperature between 10-15° C. The reaction temperature was raised to 20-25° C. and maintained for 1 hour. The progress of the reaction was monitored by HPLC. After completion of the reaction, the reaction mass was cooled to 0-5° C. The ... Starting materials: C(=O)O (formic acid), CC(=CCCC(=O)OC)CCCC(CCCC(CCCC(C)C)C)C (methyl 5,9,13,17-tetramethyloctadec-4-enoate), OCC(CO)(CO)CO (pentaerythritol), C([O-])([O-])=O.[K+].[K+] (potassium carbonate). Solvent: CN(C=O)C (N,N-dimethylformamide). Run at time 10 hour. Product: CC(=CCCC(=O)OCC(CO)(CO)CO)CCCC(CCCC(CCCC(C)C)C)C (mono-O-(5,9,13,17-tetramethyloctadec-4-enoyl)pentaerythritol). RXN SMILES: [CH3:1][C:2]([CH2:10][CH2:11][CH2:12][CH:13]([CH3:25])[CH2:14][CH2:15][CH2:16][CH:17]([CH3:24])[CH2:18][CH2:19][CH2:20][CH:21]([CH3:23])[CH3:22])=[CH:3][CH2:4][CH2:5][C:6]([O:8][CH3:9])=[O:7].[OH:26][CH2:27][C:28](CO)([CH2:31][OH:32])[CH2:29][OH:30].C(=O)([O-])[O-].[K+].[K+].C(O)=O>CN(C)C=O>[CH3:1][C:2]([CH2:10][CH2:11][CH2:12][CH:13]([CH3:25])[CH2:14][CH2:15][CH2:16][CH:17]([CH3:24])[CH2:18][CH2:19][CH2:20][CH:21]([CH3:23])[CH3:22])=[CH:3][CH2:4][CH2:5][C:6]([O:8][CH2:9][C:28]([CH2:31][OH:32])([CH2:29][OH:30])[CH2:27][OH:26])=[O:7] |f:2.3.4|. Procedure details: Under reduced pressure of 60-70 mmHg and nitrogen gas stream, 250 g (0.71 mol) of methyl 5,9,13,17-tetramethyloctadec-4-enoate was slowly added dropwise at 78-83° C. to a solution of 157 g (1.15 mol) of pentaerythritol and 1.58 g (1.15 mmol) of potassium carbonate in dry N,N-dimethylformamide (700 mL). After the reaction mixture was stirred at the same temperature for 10 hours, formic acid was added at 75° C. to adjust the pH to 4. After the resulting solution was subjected to vacuum concentrati...